From a dataset of the Open Reaction Database (ORD), a public repository of structured organic reaction records. describe an organic reaction: reactants, conditions, products, and yield The reactants are Clc1ncc(Br)cn1, CCN(C(C)C)C(C)C, CCOC(C)=O, Cc1ccccc1, CCN(CCOC)c1ccc(C(F)(F)F)cc1CNCc1cc(C(F)(F)F)cc(C(F)(F)F)c1, O. Product: CCN(CCOC)c1ccc(C(F)(F)F)cc1CN(Cc1cc(C(F)(F)F)cc(C(F)(F)F)c1)c1ncc(Br)cn1. Reaction SMILES: [Br:35][c:36]1[cH:37][n:38][c:39]([Cl:42])[n:40][cH:41]1.[CH2:43]([N:44]([CH:45]([CH3:46])[CH3:47])[CH:48]([CH3:49])[CH3:50])[CH3:51].[CH3:52][CH2:53][O:54][C:55](=[O:56])[CH3:57].[CH3:58][c:59]1[cH:60][cH:61][cH:62][cH:63][cH:64]1.[F:1][C:2]([c:3]1[cH:4][c:5]([CH2:6][NH:7][CH2:8][c:9]2[c:10]([N:19]([CH2:20][CH2:21][O:22][CH3:23])[CH2:24][CH3:25])[cH:11][cH:12][c:13]([C:15]([F:16])([F:17])[F:18])[cH:14]2)[cH:26][c:27]([C:29]([F:30])([F:31])[F:32])[cH:28]1)([F:33])[F:34].[OH2:65]>>[F:1][C:2]([c:3]1[cH:4][c:5]([CH2:6][N:7]([CH2:8][c:9]2[c:10]([N:19]([CH2:20][CH2:21][O:22][CH3:23])[CH2:24][CH3:25])[cH:11][cH:12][c:13]([C:15]([F:16])([F:17])[F:18])[cH:14]2)[c:39]2[n:38][cH:37][c:36]([Br:35])[cH:41][n:40]2)[cH:26][c:27]([C:29]([F:30])([F:31])[F:32])[cH:28]1)([F:33])[F:34]. Reactants: C(CCC)C=1OC2=C(C1C(C1=CC=C(C=C1)C1=CC=C(C=C1)O)O)C=CC=C2 (4'-[(2-butyl-benzofuran-3-yl)-hydroxymethyl]-biphenyl-4-ol), BrCC(=O)OC (methyl bromoacetate). Product: C(CCC)C=1OC2=C(C1C(C1=CC=C(C=C1)C1=CC=C(C=C1)OCC(=O)O)O)C=CC=C2 ({4'-[(2-Butyl-benzofuran-3-yl)-hydroxy-methyl]-biphenyl-4-yloxy}-acetic acid). As a reaction SMILES: [CH2:1]([C:5]1[O:6][C:7]2[CH:28]=[CH:27][CH:26]=[CH:25][C:8]=2[C:9]=1[CH:10]([OH:24])[C:11]1[CH:16]=[CH:15][C:14]([C:17]2[CH:22]=[CH:21][C:20]([OH:23])=[CH:19][CH:18]=2)=[CH:13][CH:12]=1)[CH2:2][CH2:3][CH3:4].Br[CH2:30][C:31]([O:33]C)=[O:32]>>[CH2:1]([C:5]1[O:6][C:7]2[CH:28]=[CH:27][CH:26]=[CH:25][C:8]=2[C:9]=1[CH:10]([OH:24])[C:11]1[CH:16]=[CH:15][C:14]([C:17]2[CH:22]=[CH:21][C:20]([O:23][CH2:30][C:31]([OH:33])=[O:32])=[CH:19][CH:18]=2)=[CH:13][CH:12]=1)[CH2:2][CH2:3][CH3:4]. Reported procedure: The title compound was prepared from 4'-[(2-butyl-benzofuran-3-yl)-hydroxymethyl]-biphenyl-4-ol, and methyl bromoacetate in substantially the same manner, as described in Example 4, and was obtained as a yellow solid, mp 111-113° C.; MS m/e 430 (M+); Reactants: C1(=CC=CC=C1)C(C(=O)N=C=O)C1=CC=CC=C1 (diphenylacetyl isocyanate), FC(CO)(F)F (2,2,2 trifluoro-ethanol). The product is FC(COC(NC(C(C1=CC=CC=C1)C1=CC=CC=C1)=O)=O)(F)F (Diphenylacetyl-carbamic acid 2,2,2-trifluoro-ethyl ester). RXN SMILES: [C:1]1([CH:7]([C:13]2[CH:18]=[CH:17][CH:16]=[CH:15][CH:14]=2)[C:8]([N:10]=[C:11]=[O:12])=[O:9])[CH:6]=[CH:5][CH:4]=[CH:3][CH:2]=1.[F:19][C:20]([F:24])([F:23])[CH2:21][OH:22]>>[F:19][C:20]([F:24])([F:23])[CH2:21][O:22][C:11](=[O:12])[NH:10][C:8](=[O:9])[CH:7]([C:1]1[CH:6]=[CH:5][CH:4]=[CH:3][CH:2]=1)[C:13]1[CH:18]=[CH:17][CH:16]=[CH:15][CH:14]=1. Procedure: The title compound, white solid, m.p.=125-127° C. and MS: m/e=337.3 (M+H+) was prepared in accordance with the general method of example 1 from diphenylacetyl isocyanate and 2,2,2 trifluoro-ethanol. The reactants are COC(C(C1=C(C=C2CCC(N(C2=C1)C)=O)OC)O)=O (hydroxy-(6-methoxy-1-methyl-2-oxo-1,2,3,4-tetrahydro-quinolin-7-yl) acetic acid methyl ester), [Cr](=O)(=O)(O)O (chromic acid). Run in CC(=O)C (acetone), S(O)(O)(=O)=O.O (sulfuric acid H2O). Reaction conditions: time 90 minute. Product: COC=1C=C2CCC(N(C2=CC1C(C(=O)O)=O)C)=O ((6-methoxy-1-methyl-2-oxo-1,2,3,4-tetrahydro quinolin-7-yl)-oxo acetic acid). Yield: 88.4%. RXN SMILES: C[O:2][C:3](=[O:20])[CH:4]([OH:19])[C:5]1[CH:14]=[C:13]2[C:8]([CH2:9][CH2:10][C:11](=[O:16])[N:12]2[CH3:15])=[CH:7][C:6]=1[O:17][CH3:18].[Cr](O)(O)(=O)=O>CC(C)=O.S(=O)(=O)(O)O.O>[CH3:18][O:17][C:6]1[CH:7]=[C:8]2[C:13](=[CH:14][C:5]=1[C:4](=[O:19])[C:3]([OH:20])=[O:2])[N:12]([CH3:15])[C:11](=[O:16])[CH2:10][CH2:9]2 |f:3.4|. Reported procedure: To a solution of 1.2 g (0.0043 m) of hydroxy-(6-methoxy-1-methyl-2-oxo-1,2,3,4-tetrahydro-quinolin-7-yl) acetic acid methyl ester dissolved in 40 ml of acetone was added dropwise 1.6 ml of a 2.67 m solution of chromic acid in sulfuric acid/H2O (Jones reagent). The mixture was stirred for 90 minutes at room temperature. The acetone was decanted from the green precipitate and evaporated. The residue was dissolved in ethyl acetate and washed with saturated sodium bicarbonate. The ethyl acetate solu... Reactants: FC1=C(C=CC(=C1)F)[C@]1(OC1)[C@H](C)O ((1S)-1-[(2R)-2-(2,4-difluorophenyl)-2-oxiranyl]ethanol), FC1=CC=C(C=C1)N1C(NN=C1)=O (4-(4-fluorophenyl)-3(2H,4H)-1,2,4-triazolone). Yields the product FC1=C(C=CC(=C1)F)[C@]1([C@@H](C)N2N=CN(C2=O)C2=CC=C(C=C2)F)CO1 (2-[(1R,2S)-2-(2,4-difluorophenyl)-2,3-epoxy-1-methylpropyl]-4-(4-fluorophenyl)-3(2H,4H)-1,2,4-triazolone). Isolated yield 30.0%. Reaction SMILES: [F:1][C:2]1[CH:7]=[C:6]([F:8])[CH:5]=[CH:4][C:3]=1[C@:9]1([C@@H:12](O)[CH3:13])[CH2:11][O:10]1.[F:15][C:16]1[CH:21]=[CH:20][C:19]([N:22]2[CH:26]=[N:25][NH:24][C:23]2=[O:27])=[CH:18][CH:17]=1>>[F:1][C:2]1[CH:7]=[C:6]([F:8])[CH:5]=[CH:4][C:3]=1[C@:9]1([O:10][CH2:11]1)[C@H:12]([N:24]1[C:23](=[O:27])[N:22]([C:19]2[CH:18]=[CH:17][C:16]([F:15])=[CH:21][CH:20]=2)[CH:26]=[N:25]1)[CH3:13]. Procedure: In the same manner as in Reference Example 5, starting from 1.35 g of (1S)-1-[(2R)-2-(2,4-difluorophenyl)-2-oxiranyl]ethanol and 963 mg of 4-(4-fluorophenyl)-3(2H,4H)-1,2,4-triazolone, 583 mg of 2-[(1R,2S)-2-(2,4-difluorophenyl)-2,3-epoxy-1-methylpropyl]-4-(4-fluorophenyl)-3(2H,4H)-1,2,4-triazolone was obtained as colorless needles. Starting materials: C(C)(C)(C)OC(=O)N1CCC=2C(=C(N3N=CC=C3N2)Cl)CC1 (10-chloro-5,6,8,9-tetrahydro-1,4,7,10a-tetraaza-cyclohepta[f]indene-7-carboxylic acid tert-butyl ester), C1(=CC=CC=C1)C1NCC1 (2-phenyl-azetidine), amine. The product is C1(=CC=CC=C1)C1N(CC1)C=1N2N=CC=C2N=C2C1CCNCC2 (10-(2-Phenyl-azetidin-1-yl)-6,7,8,9-tetrahydro-5H-1,4,7,10a-tetraaza-cyclohepta[f]indene). RXN SMILES: C(OC([N:8]1[CH2:22][CH2:21][C:12]2=[C:13](Cl)[N:14]3[C:18]([N:19]=[C:11]2[CH2:10][CH2:9]1)=[CH:17][CH:16]=[N:15]3)=O)(C)(C)C.[C:23]1([CH:29]2[CH2:32][CH2:31][NH:30]2)[CH:28]=[CH:27][CH:26]=[CH:25][CH:24]=1>>[C:23]1([CH:29]2[CH2:32][CH2:31][N:30]2[C:13]2[N:14]3[C:18]([N:19]=[C:11]4[CH2:10][CH2:9][NH:8][CH2:22][CH2:21][C:12]=24)=[CH:17][CH:16]=[N:15]3)[CH:28]=[CH:27][CH:26]=[CH:25][CH:24]=1. Procedure details: The product was prepared using 10-chloro-5,6,8,9-tetrahydro-1,4,7,10a-tetraaza-cyclohepta[f]indene-7-carboxylic acid tert-butyl ester in route 1 (step e and f), in step e (route 1) 2-phenyl-azetidine was used as the amine.